The task is: describe an organic reaction: reactants, conditions, products, and yield. This data is from the Open Reaction Database (ORD), a public repository of structured organic reaction records. Procedure: The title compound was prepared following the procedure described Step 1 for the synthesis of 2a using 3,4-difluoroaniline instead of aniline. 1H NMR (DMSO-d6) δ (ppm): 1.15 (3H, t, J=7.08 Hz), 4.1 (2H, q, J=7.08 Hz), 7.61 (1H, dd, J=8.30, 2.93 Hz), 7.68 (1H, dd, J=4.63, 9.03 Hz), 7.80 (1H, dd, J=9.27, 2.93 Hz), 8.56 (1H, s). m/z 254.3 (MH+). The reactants are OC1=C(C=NC2=CC=CC=C12)C(=O)OCC (Ethyl 4-hydroxy-quinoline-3-carboxylate), FC=1C=C(N)C=CC1F (3,4-difluoroaniline). Yields the product FC=1C=C2C(=C(C=NC2=CC1F)C(=O)OCC)O (Ethyl 6,7-difluoro-4-hydroxy-quinoline-3-carboxylate). As a reaction SMILES: [OH:1][C:2]1C2C(=CC=CC=2)N=[CH:4][C:3]=1[C:12]([O:14][CH2:15][CH3:16])=[O:13].[F:17][C:18]1[CH:19]=[C:20]([CH:22]=[CH:23][C:24]=1[F:25])[NH2:21]>>[F:25][C:24]1[CH:23]=[C:22]2[C:20](=[CH:19][C:18]=1[F:17])[N:21]=[CH:4][C:3]([C:12]([O:14][CH2:15][CH3:16])=[O:13])=[C:2]2[OH:1]. The reactants are C(CC)[Mg]Cl (Propylmagnesium chloride), ClC1=CC=CC=2SC(=CC21)C(=O)N(C)OC (4-chloro-N-methoxy-N-methylbenzo[b]thiophene-2-carboxamide), C(CC)[Mg]Cl (propylmagnesium chloride), O (water), Cl (hydrochloric acid). Run in O1CCCC1 (tetrahydrofuran). Reaction conditions: time 2.33 hour. The product is ClC1=CC=CC=2SC(=CC21)C(CCC)=O (1-(4-chlorobenzo[b]thiophen-2-yl)butan-1-one). As a reaction SMILES: [CH2:1]([Mg]Cl)[CH2:2][CH3:3].[Cl:6][C:7]1[C:15]2[CH:14]=[C:13]([C:16](N(OC)C)=[O:17])[S:12][C:11]=2[CH:10]=[CH:9][CH:8]=1.O.Cl>O1CCCC1>[Cl:6][C:7]1[C:15]2[CH:14]=[C:13]([C:16](=[O:17])[CH2:1][CH2:2][CH3:3])[S:12][C:11]=2[CH:10]=[CH:9][CH:8]=1. Reported procedure: Propylmagnesium chloride (2M solution in ether; 4.3 ml) was added under nitrogen over 15 minutes to a stirred solution of 4-chloro-N-methoxy-N-methylbenzo[b]thiophene-2-carboxamide (2 g) in tetrahydrofuran (25 ml) then the mixture was stirred at ambient temperature for 2.33 hours. Further propylmagnesium chloride (2M solution in ether; 0.5 ml) was added, the mixture was stirred at ambient temperature for 0.5 hours, then water (150 ml) and 5M hydrochloric acid (15 ml) were added. The product was ... The reactants are Cl.CC=1C=C(N)C=CC1N1C(C=2C(C1=O)=CC=CC2)=O (3-Methyl-4-phthalimidoaniline, hydrochloride), C(C)(=O)OC(C)=O (acetic anhydride). Run in N1=CC=CC=C1 (pyridine). Product: C1(C=2C(C(N1C1=C(C=C(C=C1)NC(C)=O)C)=O)=CC=CC2)=O (2-phthalimido-5-acetamidotoluene). Reaction SMILES: Cl.[CH3:2][C:3]1[CH:4]=[C:5]([CH:7]=[CH:8][C:9]=1[N:10]1[C:14](=[O:15])[C:13]2=[CH:16][CH:17]=[CH:18][CH:19]=[C:12]2[C:11]1=[O:20])[NH2:6].[C:21](OC(=O)C)(=[O:23])[CH3:22]>N1C=CC=CC=1>[C:11]1(=[O:20])[N:10]([C:9]2[CH:8]=[CH:7][C:5]([NH:6][C:21](=[O:23])[CH3:22])=[CH:4][C:3]=2[CH3:2])[C:14](=[O:15])[C:13]2=[CH:16][CH:17]=[CH:18][CH:19]=[C:12]12 |f:0.1|. Procedure: The product aniline of Example 31 was acetylated at room temperature using 8.2 ml (86.6 mmole) of acetic anhydride in 100 ml of pyridine. After one day the mixture was concentrated in vacuo to a syrup which afforded a solid upon trituration with water. The solid was collected, washed with water, and dried under vacuum at 40°, giving 4.8 g (16.3 mmole) of 2-phthalimido-5-acetamidotoluene. The intermediate compound was heated at reflux in 100 ml of ethanol containing 3.2 ml (65.2 mmole) of hydrazi... Starting materials: 41-5, O (water), O.[OH-].[Li+] (lithium hydroxide monohydrate), C(=O)(O)[C@H](CCC(NC=1SC2=C(N1)C=CC(=C2)F)=O)N[C@H](C(=O)O)CC(C)C ((S,S)-2-[1-Carboxy-3-(6-fluoro-benzothiazol-2-ylcarbamoyl)-propylamino]-4-methyl-pentanoic acid). Solvent: O1CCCC1 (tetrahydrofuran), CO (methanol). Run at time 16 hour. Product: NC=1SC2=C(N1)C=CC=C2.N[C@@H](CCC(=O)O)C(=O)O (Glutamic Acid 2-aminobenzothiazole). RXN SMILES: [C:1]([C@@H:4]([NH:20][C@@H](CC(C)C)C(O)=O)[CH2:5][CH2:6][C:7](=[O:19])[NH:8][C:9]1[S:10][C:11]2[CH:17]=[C:16](F)[CH:15]=[CH:14][C:12]=2[N:13]=1)([OH:3])=[O:2].[OH2:29].O.[OH-].[Li+]>O1CCCC1.CO>[NH2:8][C:9]1[S:10][C:11]2[CH:17]=[CH:16][CH:15]=[CH:14][C:12]=2[N:13]=1.[NH2:20][C@H:4]([C:1]([OH:3])=[O:2])[CH2:5][CH2:6][C:7]([OH:19])=[O:29] |f:2.3.4,7.8|. Procedure details: (S)-2-tert-Butoxycarbonylamino-pentanedioic acid 1-methyl ester. A solution of (S)-2-tert-Butoxycarbonylamino-pentanedioic acid 5-benzyl ester 1-methyl ester 41-1 (4.32 g, 12.3 mmol) and palladium on carbon (10%, 0.432 g) in methanol (45 mL) were stirred under 1 atmosphere of hydrogen for 4 hours. The solution was then filtered through a pad of celite and concentrated in vacuo to give 2.86 g of the desired product. Rt=1.61, MH+=262. 41-3: (S)-2-tert-Butoxycarbonylamino-4-(6-fluoro-benzothiazol-2... Reactants: Cc1cc(C(=O)O)ccc1-c1ccccc1C(=O)O, O. The product is Cc1cc(C(=O)O)cc2c1-c1ccccc1C2=O. RXN SMILES: [CH3:1][c:2]1[c:3](-[c:11]2[c:12]([C:17](=[O:18])[OH:19])[cH:13][cH:14][cH:15][cH:16]2)[cH:4][cH:5][c:6]([C:8](=[O:9])[OH:10])[cH:7]1.[OH2:20]>>[CH3:1][c:2]1[c:3]2[c:4]([cH:5][c:6]([C:8](=[O:9])[OH:10])[cH:7]1)[C:17](=[O:18])[c:12]1[c:11]-2[cH:16][cH:15][cH:14][cH:13]1. Reactants: CC(C)C[Al+]CC(C)C, [H-], C1CCOC1, O=C(O)CC(O)(CC(=O)O)C(=O)O, COC(=O)c1ccc(Cn2c(-c3ccccc3)cc3ccccc32)cc1, Cc1ccccc1. The product is OCc1ccc(Cn2c(-c3ccccc3)cc3ccccc32)cc1. As a reaction SMILES: [CH2:35]([Al+:36][CH2:37][CH:38]([CH3:39])[CH3:40])[CH:41]([CH3:42])[CH3:43].[H-:34].[O:57]1[CH2:58][CH2:59][CH2:60][CH2:61]1.[OH:44][C:45]([CH2:46][C:47]([C:48](=[O:49])[OH:50])([CH2:51][C:52](=[O:53])[OH:54])[OH:55])=[O:56].[c:1]1(-[c:7]2[n:8]([CH2:16][c:17]3[cH:18][cH:19][c:20]([C:21](=[O:22])[O:23][CH3:24])[cH:25][cH:26]3)[c:9]3[cH:10][cH:11][cH:12][cH:13][c:14]3[cH:15]2)[cH:2][cH:3][cH:4][cH:5][cH:6]1.[c:27]1([CH3:28])[cH:29][cH:30][cH:31][cH:32][cH:33]1>>[c:1]1(-[c:7]2[n:8]([CH2:16][c:17]3[cH:18][cH:19][c:20]([CH2:21][OH:22])[cH:25][cH:26]3)[c:9]3[cH:10][cH:11][cH:12][cH:13][c:14]3[cH:15]2)[cH:2][cH:3][cH:4][cH:5][cH:6]1. Starting materials: C(C#C)(=O)OCC (ethyl propiolate), [Li]CCCC (n-BuLi), [N+](=O)([O-])C1=C(C=O)C=C(C=C1)Cl (2-nitro-5-chlorobenzaldehyde). The solvent is O1CCCC1 (tetrahydrofuran). Run at temperature -70 celsius, time 0.5 hour. Yields the product ClC=1C=CC(=C(C1)C(C#CC(=O)OCC)O)[N+](=O)[O-] (Ethyl 4-(5-chloro-2-nitrophenyl)-4-hydroxy-2-butynoate). Isolated yield 59.3%. RXN SMILES: [C:1]([O:5][CH2:6][CH3:7])(=[O:4])[C:2]#[CH:3].[Li]CCCC.[N+:13]([C:16]1[CH:23]=[CH:22][C:21]([Cl:24])=[CH:20][C:17]=1[CH:18]=[O:19])([O-:15])=[O:14]>O1CCCC1>[Cl:24][C:21]1[CH:22]=[CH:23][C:16]([N+:13]([O-:15])=[O:14])=[C:17]([CH:18]([OH:19])[C:3]#[C:2][C:1]([O:5][CH2:6][CH3:7])=[O:4])[CH:20]=1. Procedure: To a solution of ethyl propiolate (4.05 mL, 40 mmol) in tetrahydrofuran (125 mL) at −78° C. under nitrogen was added n-BuLi (2.5 mL, 40 mmol, 1.6 M in hexane). The reaction mixture was stirred at about −70° C. for 0.5 hours and then 2-nitro-5-chlorobenzaldehyde (6.75 g, 36.4 mmol) was added dropwise. The reaction mixture was stirred at 78° C. for 0.25 hours, warmed to −60° C., quenched with acetic acid (5 mL) and then warmed to room temperature. The reaction mixture was partitioned between ether... Starting materials: C(C=C)(=O)NC1=CC=C(C=C1)F (N-Acryloyl-4-fluoroaniline), C(C1=CC=CC=C1)N1CCNCC1 (1-benzyl piperazine). The solvent is CO (methanol). Conditions: time 8 hour. Yields the product C(C1=CC=CC=C1)N1CCN(CC1)CCC(=O)NC1=CC=C(C=C1)F (1-Benzyl-4-[2-(4-fluorophenylaminocarbonyl)ethyl]piperazine). The yield is 99.1%. RXN SMILES: [C:1]([NH:5][C:6]1[CH:11]=[CH:10][C:9]([F:12])=[CH:8][CH:7]=1)(=[O:4])[CH:2]=[CH2:3].[CH2:13]([N:20]1[CH2:25][CH2:24][NH:23][CH2:22][CH2:21]1)[C:14]1[CH:19]=[CH:18][CH:17]=[CH:16][CH:15]=1>CO>[CH2:13]([N:20]1[CH2:25][CH2:24][N:23]([CH2:3][CH2:2][C:1]([NH:5][C:6]2[CH:7]=[CH:8][C:9]([F:12])=[CH:10][CH:11]=2)=[O:4])[CH2:22][CH2:21]1)[C:14]1[CH:15]=[CH:16][CH:17]=[CH:18][CH:19]=1. Procedure details: N-Acryloyl-4-fluoroaniline (12.2 g) and 1-benzyl piperazine (19.7 g) were dissolved in methanol (150 ml), and the mixture was stirred overnight at room temperature. The reaction mixture was evaporated, and the residue was purified by Cromatorex NH silica gel column chromatography (hexane/ethyl acetate system) to give the title compound (25 g, 100%) as a colorless oil. The product is COCOC1=CC=C(C=C1)C(C1=C(N(C2=CC=CC=C12)CCN(C)C)S(=O)(=O)N1CCN(CC1)C1=C(C=CC=C1)Cl)C1=CC=C(C=C1)OCOC (3-{Bis[4-(methoxymethoxy)phenyl]methyl}-2-[4-(2-chlorophenyl)piperazinylsulfonyl]-1-(2-dimethylaminoethyl)-indole). Starting materials: [Cl-].[NH4+] (ammonium chloride), COCOC1=CC=C(C=C1)C(C1=C(NC2=CC=CC=C12)S(=O)(=O)N1CCN(CC1)C1=C(C=CC=C1)Cl)C1=CC=C(C=C1)OCOC (3-(Bis[4-(methoxymethoxy)phenyl]methyl)-2-[4-(2-chlorophenyl)piperazinylsulfonyl]indole), [H-].[Na+] (sodium hydride), Cl.CN(CCCl)C (2-dimethylaminoethylchloride hydrochloride). Conditions: temperature 0 celsius. The solvent is O (water), CN(C=O)C (N,N-dimethylformamide). Isolated yield 82.9%. Procedure details: To a solution of Compound 241 (1.2 g, 1.81 mmol) obtained in Example 242 in 25 ml of N,N-dimethylformamide was portionwise added sodium hydride (60% in oil, 160 mg, 3.81 mmol) with stirring at 0° C., and 2-dimethylaminoethylchloride hydrochloride (260 mg, 1.81 mmol) was added thereto, followed by heating to 80° C. and then stirring for 7 hours. A saturated aqueous solution of ammonium chloride was added to the reaction solution for neutralization, and water was added thereto followed by extracti... As a reaction SMILES: [CH3:1][O:2][CH2:3][O:4][C:5]1[CH:10]=[CH:9][C:8]([CH:11]([C:37]2[CH:42]=[CH:41][C:40]([O:43][CH2:44][O:45][CH3:46])=[CH:39][CH:38]=2)[C:12]2[C:20]3[C:15](=[CH:16][CH:17]=[CH:18][CH:19]=3)[NH:14][C:13]=2[S:21]([N:24]2[CH2:29][CH2:28][N:27]([C:30]3[CH:35]=[CH:34][CH:33]=[CH:32][C:31]=3[Cl:36])[CH2:26][CH2:25]2)(=[O:23])=[O:22])=[CH:7][CH:6]=1.[H-].[Na+].Cl.[CH3:50][N:51]([CH3:55])[CH2:52][CH2:53]Cl.[Cl-].[NH4+]>CN(C)C=O.O>[CH3:1][O:2][CH2:3][O:4][C:5]1[CH:10]=[CH:9][C:8]([CH:11]([C:37]2[CH:38]=[CH:39][C:40]([O:43][CH2:44][O:45][CH3:46])=[CH:41][CH:42]=2)[C:12]2[C:20]3[C:15](=[CH:16][CH:17]=[CH:18][CH:19]=3)[N:14]([CH2:53][CH2:52][N:51]([CH3:55])[CH3:50])[C:13]=2[S:21]([N:24]2[CH2:29][CH2:28][N:27]([C:30]3[CH:35]=[CH:34][CH:33]=[CH:32][C:31]=3[Cl:36])[CH2:26][CH2:25]2)(=[O:22])=[O:23])=[CH:7][CH:6]=1 |f:1.2,3.4,5.6|. Reactants: C1CCOC1, Nc1ccc(C2CC2)cc1, CCN(C(C)C)C(C)C, Cn1c(Nc2c(F)cccc2Cl)nc2cc(C(=O)O)c3c(c21)CC(C)(C)O3, O=S(Cl)Cl. Product: Cn1c(Nc2c(F)cccc2Cl)nc2cc(C(=O)Nc3ccc(C4CC4)cc3)c3c(c21)CC(C)(C)O3. As a reaction SMILES: [CH2:51]1[O:52][CH2:53][CH2:54][CH2:55]1.[CH:32]1([c:35]2[cH:36][cH:37][c:38]([NH2:39])[cH:40][cH:41]2)[CH2:33][CH2:34]1.[CH:42]([N:43]([CH2:44][CH3:45])[CH:46]([CH3:47])[CH3:48])([CH3:49])[CH3:50].[Cl:1][c:2]1[c:3]([NH:9][c:10]2[n:11][c:12]3[c:13]([n:14]2[CH3:15])[c:16]2[c:20]([c:21]([C:23](=[O:24])[OH:25])[cH:22]3)[O:19][C:18]([CH3:26])([CH3:27])[CH2:17]2)[c:4]([F:8])[cH:5][cH:6][cH:7]1.[S:28]([Cl:29])([Cl:30])=[O:31]>>[Cl:1][c:2]1[c:3]([NH:9][c:10]2[n:11][c:12]3[c:13]([n:14]2[CH3:15])[c:16]2[c:20]([c:21]([C:23](=[O:24])[NH:39][c:38]4[cH:37][cH:36][c:35]([CH:32]5[CH2:33][CH2:34]5)[cH:41][cH:40]4)[cH:22]3)[O:19][C:18]([CH3:26])([CH3:27])[CH2:17]2)[c:4]([F:8])[cH:5][cH:6][cH:7]1.